From a dataset of the Open Reaction Database (ORD), a public repository of structured organic reaction records. describe an organic reaction: reactants, conditions, products, and yield Reactants: BrC=1C=C(C=CC1)CC(=O)O (3-bromophenylacetic acid), B#B (diborane), O (water). Solvent: O1CCCC1 (tetrahydrofuran). Reaction conditions: time 16 hour. Product: OCCC=1C=C(C=CC1)Br (3-(2-hydroxyethyl)bromobenzene). The yield is 96.3%. As a reaction SMILES: [Br:1][C:2]1[CH:3]=[C:4]([CH2:8][C:9](O)=[O:10])[CH:5]=[CH:6][CH:7]=1.B#B.O>O1CCCC1>[OH:10][CH2:9][CH2:8][C:4]1[CH:3]=[C:2]([Br:1])[CH:7]=[CH:6][CH:5]=1. Procedure details: To a solution of 3-bromophenylacetic acid (10 g, 46.5 mmol) in tetrahydrofuran (100 ml) at 0° C. was added diborane (70 ml, 1.0 M solution in tetrahydrofuran). The reaction mixture was allowed to warm to room temperature. After 16 h, the reaction mixture was cooled to 0°C. and water was added dropwise (50 ml). The organic layer was separated and washed with brine, dried over sodium sulfate and concentrated in vacuo. The residue was purified by flash chromatography (elution gradient: 40-60% ethyl...